Dataset: the Open Reaction Database (ORD), a public repository of structured organic reaction records. Task: describe an organic reaction: reactants, conditions, products, and yield Reactants: OC1=NC2=C(C=CC=C2C=C1)C1=CC=C(C(=O)OC)C=C1 (methyl 4-(2-hydroxyquinolin-8-yl)benzoate), O=P(Cl)(Cl)Cl (POCl3). Product: ClC1=NC2=C(C=CC=C2C=C1)C1=CC=C(C(=O)OC)C=C1 (methyl 4-(2-chloroquinolin-8-yl)benzoate). RXN SMILES: O[C:2]1[CH:11]=[CH:10][C:9]2[C:4](=[C:5]([C:12]3[CH:21]=[CH:20][C:15]([C:16]([O:18][CH3:19])=[O:17])=[CH:14][CH:13]=3)[CH:6]=[CH:7][CH:8]=2)[N:3]=1.O=P(Cl)(Cl)[Cl:24]>>[Cl:24][C:2]1[CH:11]=[CH:10][C:9]2[C:4](=[C:5]([C:12]3[CH:21]=[CH:20][C:15]([C:16]([O:18][CH3:19])=[O:17])=[CH:14][CH:13]=3)[CH:6]=[CH:7][CH:8]=2)[N:3]=1. Procedure details: A mixture of Example 336B (1.76 g, 6.3 mmol) in POCl3 (50 mL) was heated to reflux for 30 minutes and concentrated. The concentrate was purified through a silica gel pad with 4:1 hexanes/ethyl acetate to provide the desired product. MS (ESI) m/e 298 ( M+H)+. Reactants: C1(=CC(=CC=C1)CCl)CCl (m-Xylylene dichloride), C(C)(=O)[O-].[K+] (potassium acetate). The reagents and catalysts are [Cl-].C(C1=CC=CC=C1)[N+](CC)(CC)CC (benzyltriethylammonium chloride). Solvent: CC(=O)C (acetone). Product: C(C)(=O)OCC1=CC(=CC=C1)COC(C)=O (m-xylylene glycol diacetate). Isolated yield 164.7%. As a reaction SMILES: [C:1]1([CH2:9]Cl)[CH:6]=[CH:5][CH:4]=[C:3]([CH2:7]Cl)[CH:2]=1.[C:11]([O-:14])(=[O:13])[CH3:12].[K+]>CC(C)=O.[Cl-].C([N+](CC)(CC)CC)C1C=CC=CC=1>[C:11]([O:14][CH2:9][C:1]1[CH:6]=[CH:5][CH:4]=[C:3]([CH2:7][O:14][C:11](=[O:13])[CH3:12])[CH:2]=1)(=[O:13])[CH3:12] |f:1.2,4.5|. Procedure details: m-Xylylene dichloride (25.0 g, 143 mmol) and potassium acetate (34.0 g, 171 mmol) were suspended in acetone (125 ml). To the suspension was added benzyltriethylammonium chloride (4.8 g) and the mixture was refluxed for 2.5 hr. The reaction mixture was cooled and filtered. The solvent was evaporated and toluene (50 ml) was added. The toluene layer was washed with water (50 ml) and saturated brine (50 ml) and the solvent was evaporated to give m-xylylene glycol diacetate (31.3 g, 98.7%) as an oil. Yield: 102.1%. Yields the product C(C1=CC=CC=C1)N1CC23C(CC(C4C2(CC1)C1=C(O4)C(=CC=C1)OC)CC3)COC (3-benzyl-9-methoxy-5-methoxymethyl-1,2,3,4,5,6,7,7a-octahydro4a,7-ethanobenzofuro[3,2-e]isoquinoline). Run in O1CCCC1 (tetrahydrofuran), CCCCCC (hexane), O1CCCC1 (tetrahydrofuran). Reactants: [H-].[K+] (potassium hydride), Cl (hydrochloride), C(C1=CC=CC=C1)N1CC23C(CC(C4C2(CC1)C1=C(O4)C(=CC=C1)OC)CC3)CO (3-benzyl-5-hydroxymethyl-9-methoxy-1,2,3,4,5,6,7,7a-octahydro-4a,7-ethanobenzofuro[3,2-e]isoquinoline), CI (Methyl iodide). RXN SMILES: [H-].[K+].[CH2:3]([N:10]1[CH2:19][CH2:18][C:17]23[C:20]4[CH:26]=[CH:25][CH:24]=[C:23]([O:27][CH3:28])[C:21]=4[O:22][CH:16]2[CH:15]2[CH2:29][CH2:30][C:12]3([CH:13]([CH2:31][OH:32])[CH2:14]2)[CH2:11]1)[C:4]1[CH:9]=[CH:8][CH:7]=[CH:6][CH:5]=1.[CH3:33]I.Cl>O1CCCC1.CCCCCC>[CH2:3]([N:10]1[CH2:19][CH2:18][C:17]23[C:20]4[CH:26]=[CH:25][CH:24]=[C:23]([O:27][CH3:28])[C:21]=4[O:22][CH:16]2[CH:15]2[CH2:29][CH2:30][C:12]3([CH:13]([CH2:31][O:32][CH3:33])[CH2:14]2)[CH2:11]1)[C:4]1[CH:9]=[CH:8][CH:7]=[CH:6][CH:5]=1 |f:0.1|. Run at time 18 hour. Procedure: To a suspension of 12.0 g of 35% potassium hydride in oil, prewashed with hexane, in 100 mL of tetrahydrofuran was added a solution of 9.91 g of 3-benzyl-5-hydroxymethyl-9-methoxy-1,2,3,4,5,6,7,7a-octahydro-4a,7-ethanobenzofuro[3,2-e]isoquinoline (E. Ciganek and B. K. Wong, coassigned pending application, U.S. Ser. No. 774,025) in 50 mL of tetrahydrofuran and the mixture was heated under reflux for 4 hours. Methyl iodide (5.2 g dissolved in 10 mL of tetrahydrofuran) was added to the cooled mixtu... Starting materials: COc1cc2c(c(OC)c1OC)-c1ccc([N+](=O)[O-])cc1COC2, CCOC(C)=O. The product is COc1cc2c(c(OC)c1OC)-c1ccc(N)cc1COC2. Reaction SMILES: [CH3:1][O:2][c:3]1[c:4]([O:23][CH3:24])[c:5]([O:21][CH3:22])[cH:6][c:7]2[c:13]1-[c:12]1[c:11]([cH:17][c:16]([N+:18]([O-:19])=[O:20])[cH:15][cH:14]1)[CH2:10][O:9][CH2:8]2.[CH3:25][CH2:26][O:27][C:28](=[O:29])[CH3:30]>>[CH3:1][O:2][c:3]1[c:4]([O:23][CH3:24])[c:5]([O:21][CH3:22])[cH:6][c:7]2[c:13]1-[c:12]1[c:11]([cH:17][c:16]([NH2:18])[cH:15][cH:14]1)[CH2:10][O:9][CH2:8]2. The reactants are ClCCl, CS(=O)(=O)Cl, CCN(C(C)C)C(C)C, CC(C)(C)OC(=O)c1cccc(CO)n1. Yields the product CC(C)(C)OC(=O)c1cccc(CCl)n1. RXN SMILES: [CH2:30]([Cl:31])[Cl:32].[CH3:25][S:26]([Cl:27])(=[O:28])=[O:29].[CH:16]([N:17]([CH:18]([CH3:19])[CH3:20])[CH2:21][CH3:22])([CH3:23])[CH3:24].[OH:1][CH2:2][c:3]1[cH:4][cH:5][cH:6][c:7]([C:9](=[O:10])[O:11][C:12]([CH3:13])([CH3:14])[CH3:15])[n:8]1>>[CH2:2]([c:3]1[cH:4][cH:5][cH:6][c:7]([C:9](=[O:10])[O:11][C:12]([CH3:13])([CH3:14])[CH3:15])[n:8]1)[Cl:27]. The reactants are ClC=1C=C(C=CC1)C=1C2=C(N(C(N1)=O)CC)N=C(C=C2)C(C)O (4-(3-chlorophenyl)-1-ethyl-7-(1-hydroxyethyl)pyrido[2,3-d]pyrimidin-2(1H)-one). The reagents and catalysts are [O-2].[O-2].[Mn+4] (Manganese dioxide), [O-2].[O-2].[Mn+4] (manganese dioxide), [O-2].[O-2].[Mn+4] (manganese dioxide). The solvent is C(Cl)(Cl)Cl (chloroform). Product: C(C)(=O)C=1C=CC2=C(N(C(N=C2C2=CC(=CC=C2)Cl)=O)CC)N1 (7-acetyl-4-(3-chlorophenyl)-1-ethylpyrido[2,3-d]pyrimidin-2(1H)-one). Yield: 84.0%. As a reaction SMILES: [Cl:1][C:2]1[CH:3]=[C:4]([C:8]2[C:9]3[CH:20]=[CH:19][C:18]([CH:21]([OH:23])[CH3:22])=[N:17][C:10]=3[N:11]([CH2:15][CH3:16])[C:12](=[O:14])[N:13]=2)[CH:5]=[CH:6][CH:7]=1>C(Cl)(Cl)Cl.[O-2].[O-2].[Mn+4]>[C:21]([C:18]1[CH:19]=[CH:20][C:9]2[C:8]([C:4]3[CH:5]=[CH:6][CH:7]=[C:2]([Cl:1])[CH:3]=3)=[N:13][C:12](=[O:14])[N:11]([CH2:15][CH3:16])[C:10]=2[N:17]=1)(=[O:23])[CH3:22] |f:2.3.4|. Procedure details: Manganese dioxide (1.00 g) was added to a solution of 366 mg (1.1 mmol) of 4-(3-chlorophenyl)-1-ethyl-7-(1-hydroxyethyl)pyrido[2,3-d]pyrimidin-2(1H)-one dissolved in 20 ml of chloroform, and the mixture was heated under reflux for 1 hour. The reaction solution was mixed with 1.00 g of manganese dioxide and heated under reflux for 1 hour and then again mixed with 500 mg of manganese dioxide and heated under reflux for 1 hour. After removing insoluble matter by filtration, the filtrate was concent... Starting materials: C[Mg]Br (Methylmagnesium bromide), O1CCCC1 (tetrahydrofuran), C(C)(C)(C)C1=CC(=NC=C1)C=O (4-t-Butyl-2-pyridine-carboxaldehyde). Solvent: C(C)OCC (diethyl ether), C(C)OCC (diethyl ether). The product is C(C)(C)(C)C1=CC(=NC=C1)C(C)O (4-t-Butyl-2-(1-hydroxyethyl)-pyridine). Isolated yield 93.0%. As a reaction SMILES: C[Mg]Br.O1CCC[CH2:5]1.[C:9]([C:13]1[CH:18]=[CH:17][N:16]=[C:15]([CH:19]=[O:20])[CH:14]=1)([CH3:12])([CH3:11])[CH3:10]>C(OCC)C>[C:9]([C:13]1[CH:18]=[CH:17][N:16]=[C:15]([CH:19]([OH:20])[CH3:5])[CH:14]=1)([CH3:12])([CH3:10])[CH3:11]. Procedure details: Methylmagnesium bromide (9.7 ml, 29 mmole) is added to 20 ml dry tetrahydrofuran in an oven dried 100 ml two neck round bottom flask under nitrogen at 0° C. The solution is treated with 4-t-Butyl-2-pyridine-carboxaldehyde (3.8 g, 23.3 mmole) in 2×5 ml diethyl ether followed by 10 ml diethyl ether. The reaction is warmed to room temperature and then to reflux for 1 h. The mixture is cooled to 0° C., is quenched with 1×20 ml 10% hydrochloric acid, and the pH is adjusted to 9 with 2 N sodium hydrox...